Task: describe an organic reaction: reactants, conditions, products, and yield. Dataset: the Open Reaction Database (ORD), a public repository of structured organic reaction records Reported procedure: A solution of sodium bis(trimethylsilyl)amide (1.10 ml) in tetrahydrofuran (1.0M, 1.10 mmol) was added to a suspension of 5-chloro-7-(4-methoxybut-1-yn-1-yl)-1,3-benzodioxol-4-yl-amine (0.139 g) and 4-chloro-7-(3-morpholin-4-ylpropoxy)-5-(tetrahydro-2H-pyran-4-yloxy)quinazoline (0.223 g) in DMF (5 ml) that had been cooled to −10° C. and the mixture was stirred for 90 minutes then the reaction was allowed to warm to room temperature and stirred for a further 2 hours. The reaction mixture was quen... Product: ClC1=C(C2=C(OCO2)C(=C1)C#CCCOC)NC1=NC=NC2=CC(=CC(=C12)OC1CCOCC1)OCCCN1CCOCC1 (N-[5-chloro-7-(4-methoxybut-1-yn-1-yl)-1,3-benzodioxol-4-yl]-7-(3-morpholin-4-ylpropoxy)-5-(tetrahydro-2H-pyran-4-yloxy)quinazolin-4-amine). Starting materials: C[Si](C)(C)[N-][Si](C)(C)C.[Na+] (sodium bis(trimethylsilyl)amide), O1CCCC1 (tetrahydrofuran), ClC1=C(C2=C(OCO2)C(=C1)C#CCCOC)N (5-chloro-7-(4-methoxybut-1-yn-1-yl)-1,3-benzodioxol-4-yl-amine), ClC1=NC=NC2=CC(=CC(=C12)OC1CCOCC1)OCCCN1CCOCC1 (4-chloro-7-(3-morpholin-4-ylpropoxy)-5-(tetrahydro-2H-pyran-4-yloxy)quinazoline). Isolated yield 63.2%. Conditions: temperature -10 celsius, time 90 minute. Run in CN(C)C=O (DMF). Reaction SMILES: C[Si]([N-][Si](C)(C)C)(C)C.[Na+].O1CCCC1.[Cl:16][C:17]1[CH:25]=[C:24]([C:26]#[C:27][CH2:28][CH2:29][O:30][CH3:31])[C:20]2[O:21][CH2:22][O:23][C:19]=2[C:18]=1[NH2:32].Cl[C:34]1[C:43]2[C:38](=[CH:39][C:40]([O:51][CH2:52][CH2:53][CH2:54][N:55]3[CH2:60][CH2:59][O:58][CH2:57][CH2:56]3)=[CH:41][C:42]=2[O:44][CH:45]2[CH2:50][CH2:49][O:48][CH2:47][CH2:46]2)[N:37]=[CH:36][N:35]=1>CN(C=O)C>[Cl:16][C:17]1[CH:25]=[C:24]([C:26]#[C:27][CH2:28][CH2:29][O:30][CH3:31])[C:20]2[O:21][CH2:22][O:23][C:19]=2[C:18]=1[NH:32][C:34]1[C:43]2[C:38](=[CH:39][C:40]([O:51][CH2:52][CH2:53][CH2:54][N:55]3[CH2:56][CH2:57][O:58][CH2:59][CH2:60]3)=[CH:41][C:42]=2[O:44][CH:45]2[CH2:46][CH2:47][O:48][CH2:49][CH2:50]2)[N:37]=[CH:36][N:35]=1 |f:0.1|. Starting materials: CC(=O)OI1(C=2C=CC=CC2C(=O)O1)(OC(=O)C)OC(=O)C (Dess-Martin Periodinane), BrC=1C=C(C=C(C1)C)NC1=NC=CC(=N1)C(C)O (1-(2-((3-Bromo-5-methylphenyl)amino)pyrimidin-4-yl)ethanol), resultant suspension. Run in C([O-])(O)=O.[Na+] (sodium bicarbonate), S(=S)(=O)([O-])[O-].[Na+].[Na+] (sodium thiosulfate), ClCCl (dichloromethane). Product: BrC=1C=C(C=C(C1)C)NC1=NC=CC(=N1)C(C)=O (1-(2-((3-bromo-5-methylphenyl)amino)pyrimidin-4-yl)ethanone). RXN SMILES: [Br:1][C:2]1[CH:3]=[C:4]([NH:9][C:10]2[N:15]=[C:14]([CH:16]([OH:18])[CH3:17])[CH:13]=[CH:12][N:11]=2)[CH:5]=[C:6]([CH3:8])[CH:7]=1.CC(OI1(OC(C)=O)(OC(C)=O)OC(=O)C2C=CC=CC1=2)=O>ClCCl.C(=O)(O)[O-].[Na+].S([O-])([O-])(=O)=S.[Na+].[Na+]>[Br:1][C:2]1[CH:3]=[C:4]([NH:9][C:10]2[N:15]=[C:14]([C:16](=[O:18])[CH3:17])[CH:13]=[CH:12][N:11]=2)[CH:5]=[C:6]([CH3:8])[CH:7]=1 |f:3.4,5.6.7|. Procedure details: 1-(2-((3-Bromo-5-methylphenyl)amino)pyrimidin-4-yl)ethanol (3.27 g, 10.59 mmol) was dissolved in dichloromethane (14 mL). Dess-Martin Periodinane (9.0 g, 21.2 mmol) was added, and the resultant suspension was stirred vigorously for 14 h at room temperature. The mixture was diluted with saturated aqueous sodium bicarbonate and sodium thiosulfate. The heterogeneous mixture was extracted with dichloromethane (2×). The combined organic extracts were dried over anhydrous sodium sulfate, filtered, and... The reactants are C(C)(=O)OC=1C(=C(OCCCOC2=C(C=C(C=O)C=C2)Br)C=CC1C(C)=O)CCC (4-[3-(3-acetoxy-4-acetyl-2-propylphenoxy)propoxy]3-bromobenzaldehyde), C(C)(=O)O (acetic acid), [Mn](=O)(=O)(=O)[O-].[K+] (potassium permanganate). Solvent: CC(=O)C (acetone). The product is C(C)(=O)OC=1C(=C(OCCCOC2=C(C=C(C(=O)O)C=C2)Br)C=CC1C(C)=O)CCC (4-[3-(3-acetoxy-4-acetyl-2 propylphenoxy)propoxy]-3-bromobenzoic acid). RXN SMILES: [C:1]([O:4][C:5]1[C:6]([CH2:28][CH2:29][CH3:30])=[C:7]([CH:22]=[CH:23][C:24]=1[C:25](=[O:27])[CH3:26])[O:8][CH2:9][CH2:10][CH2:11][O:12][C:13]1[CH:20]=[CH:19][C:16]([CH:17]=[O:18])=[CH:15][C:14]=1[Br:21])(=[O:3])[CH3:2].C(O)(=[O:33])C.[Mn]([O-])(=O)(=O)=O.[K+]>CC(C)=O>[C:1]([O:4][C:5]1[C:6]([CH2:28][CH2:29][CH3:30])=[C:7]([CH:22]=[CH:23][C:24]=1[C:25](=[O:27])[CH3:26])[O:8][CH2:9][CH2:10][CH2:11][O:12][C:13]1[CH:20]=[CH:19][C:16]([C:17]([OH:33])=[O:18])=[CH:15][C:14]=1[Br:21])(=[O:3])[CH3:2] |f:2.3|. Procedure details: To a solution of 4-[3-(3-acetoxy-4-acetyl-2-propylphenoxy)propoxy]3-bromobenzaldehyde (2.39 g) in acetone (50 ml) was added acetic acid (50 ml). To the well stirred mixture was added pulverized potassium permanganate (1.58 g) by portions at room temperature. The reaction was allowed to proceed while stirring for one hours. The reaction mixture was concentrated under reduced pressure, and the concentrate was subjected to extraction with chloroform. Insoluble materials were filtered off, and the f... Yields the product NC=1C(=CC(=C(C1)N1C=C(C(C2=CC(=C(C(=C12)Cl)NC[C@@H](C)O)F)=O)C(=O)O)F)F ((R)-1-(5-amino-2,4-difluorophenyl)-8-chloro-6-fluoro-7-(2-hydroxy-n-propylamino)-4-oxo-1,4-dihydroquinoline-3-carboxylic Acid). Yield: 95.7%. Reaction SMILES: [NH2:1][C:2]1[C:3]([F:26])=[CH:4][C:5]([F:25])=[C:6]([N:8]2[C:17]3[C:12](=[CH:13][C:14]([F:20])=[C:15](F)[C:16]=3[Cl:18])[C:11](=[O:21])[C:10]([C:22]([OH:24])=[O:23])=[CH:9]2)[CH:7]=1.[NH2:27][CH2:28][C@H:29]([OH:31])[CH3:30]>N1C=CC=CC=1>[NH2:1][C:2]1[C:3]([F:26])=[CH:4][C:5]([F:25])=[C:6]([N:8]2[C:17]3[C:12](=[CH:13][C:14]([F:20])=[C:15]([NH:27][CH2:28][C@H:29]([OH:31])[CH3:30])[C:16]=3[Cl:18])[C:11](=[O:21])[C:10]([C:22]([OH:24])=[O:23])=[CH:9]2)[CH:7]=1. The solvent is N1=CC=CC=C1 (pyridine). Reactants: NC=1C(=CC(=C(C1)N1C=C(C(C2=CC(=C(C(=C12)Cl)F)F)=O)C(=O)O)F)F (1-(5-Amino-2,4-difluorophenyl)-8-chloro-6,7-difluoro-4-oxo-1,4-dihydroquinoline-3-carboxylic acid), NC[C@@H](C)O ((R)-1-amino-2-propanol). Reaction conditions: temperature 55 celsius, time 2.5 hour. Reported procedure: 1-(5-Amino-2,4-difluorophenyl)-8-chloro-6,7-difluoro-4-oxo-1,4-dihydroquinoline-3-carboxylic acid (150 mg) and (R)-1-amino-2-propanol (150 mg) were added to pyridine (450 mg), and the mixture was stirred at 55° C. for 2.5 hours. The reaction mixture was concentrated under reduced pressure. A process of adding ethanol (2 ml) to the residue and then concentrating the mixture under reduced pressure was conducted twice repeatedly. Concentrated hydrochloric acid (150 mg) was added to the resultant re... The reactants are C(C)(C)N(C(C)C)CC (N,N-diisopropylethylamine), Cl.Cl.NCC1=C(C2=C(N=C1CC)N(N=C2)CC)NC2CCOCC2 (5-(aminomethyl)-1,6-diethyl-N-(tetrahydro-2H-pyran-4-yl)-1H-pyrazolo[3,4-b]pyridin-4-amine dihydrochloride), C(C)OC=1C(C(C1OCC)=O)=O (3,4-Diethoxycyclobut-3-ene-1,2-dione). Run in C(C)O (ethanol). Run at time 8 hour. Product: C(C)N1N=CC=2C1=NC(=C(C2NC2CCOCC2)CNC=2C(C(C2OCC)=O)=O)CC (3-(((1,6-diethyl-4-((tetrahydro-2H-pyran-4-yl)amino)-1H-pyrazolo[3,4-b]pyridin-5-yl)methyl)amino)-4-ethoxycyclobut-3-ene-1,2-dione). Reaction SMILES: Cl.Cl.[NH2:3][CH2:4][C:5]1[C:10]([CH2:11][CH3:12])=[N:9][C:8]2[N:13]([CH2:16][CH3:17])[N:14]=[CH:15][C:7]=2[C:6]=1[NH:18][CH:19]1[CH2:24][CH2:23][O:22][CH2:21][CH2:20]1.C(N(CC)C(C)C)(C)C.[CH2:34]([O:36][C:37]1[C:38](=O)[C:39](=[O:44])[C:40]=1[O:41]CC)[CH3:35]>C(O)C>[CH2:16]([N:13]1[C:8]2=[N:9][C:10]([CH2:11][CH3:12])=[C:5]([CH2:4][NH:3][C:38]3[C:39](=[O:44])[C:40](=[O:41])[C:37]=3[O:36][CH2:34][CH3:35])[C:6]([NH:18][CH:19]3[CH2:20][CH2:21][O:22][CH2:23][CH2:24]3)=[C:7]2[CH:15]=[N:14]1)[CH3:17] |f:0.1.2|. Reported procedure: A suspension of 5-(aminomethyl)-1,6-diethyl-N-(tetrahydro-2H-pyran-4-yl)-1H-pyrazolo[3,4-b]pyridin-4-amine dihydrochloride (0.60 g, 1.6 mmol) in ethanol (8 mL) was treated with N,N-diisopropylethylamine (DIEA, 0.57 mL, 3.3 mmol), giving a clear, homogeneous mixture, which was then cooled in an ice-water bath. 3,4-Diethoxycyclobut-3-ene-1,2-dione (TCI America, 0.41 g, 0.36 mmol) was then added dropwise via syringe. Following completion of the addition, the mixture was allowed to regain room tempe... The reactants are CCOC(=O)CCCBr, O=C(c1cc(F)cnc1Oc1cc(Cl)ccc1Cl)N1CCNc2ccccc21, [H-], [Na+], CN(C)C=O. Product: CCOC(=O)CCCN1CCN(C(=O)c2cc(F)cnc2Oc2cc(Cl)ccc2Cl)c2ccccc21. Reaction SMILES: [CH2:31]([CH3:32])[O:33][C:34]([CH2:35][CH2:36][CH2:37][Br:38])=[O:39].[Cl:1][c:2]1[c:3]([O:4][c:5]2[n:6][cH:7][c:8]([F:23])[cH:9][c:10]2[C:11](=[O:12])[N:13]2[CH2:14][CH2:15][NH:16][c:17]3[cH:18][cH:19][cH:20][cH:21][c:22]32)[cH:24][c:25]([Cl:28])[cH:26][cH:27]1.[H-:29].[Na+:30].[O:40]=[CH:41][N:42]([CH3:43])[CH3:44]>>[Cl:1][c:2]1[c:3]([O:4][c:5]2[n:6][cH:7][c:8]([F:23])[cH:9][c:10]2[C:11](=[O:12])[N:13]2[CH2:14][CH2:15][N:16]([CH2:37][CH2:36][CH2:35][C:34]([O:33][CH2:31][CH3:32])=[O:39])[c:17]3[cH:18][cH:19][cH:20][cH:21][c:22]32)[cH:24][c:25]([Cl:28])[cH:26][cH:27]1.